Dataset: the Open Reaction Database (ORD), a public repository of structured organic reaction records. Task: describe an organic reaction: reactants, conditions, products, and yield The reactants are O (water), ClC1=CC=C(C=C1)C(O)(C=1C=NC=CC1)C=1C=C2C(=C(C(=NC2=CC1)Cl)C1=CC=CC=C1)Cl ((4-Chlorophenyl)(2,4-dichloro-3-phenylquinolin-6-yl)(pyridin-3-yl)methanol), N1=CN=CC(=C1)B(O)O (pyrimidin-5-ylboronic acid), C(=O)([O-])[O-].[K+].[K+] (K2CO3). The reagents and catalysts are C1=CC=C(C=C1)P([C-]2C=CC=C2)C3=CC=CC=C3.C1=CC=C(C=C1)P([C-]2C=CC=C2)C3=CC=CC=C3.Cl[Pd]Cl.[Fe+2] (PdCl2(dppf)). Solvent: O1CCOCC1 (dioxane), CCOC(=O)C (EtOAc). Run at temperature 70 celsius, time 3 hour. Product: ClC1=C(C(=NC2=CC=C(C=C12)C(O)(C=1C=NC=CC1)C1=CC=C(C=C1)Cl)C=1C=NC=NC1)C1=CC=CC=C1 ((4-Chloro-3-phenyl-2-(pyrimidin-5-yl)quinolin-6-yl)(4-chlorophenyl)(pyridin-3-yl)methanol). As a reaction SMILES: [Cl:1][C:2]1[CH:7]=[CH:6][C:5]([C:8]([C:16]2[CH:17]=[C:18]3[C:23](=[CH:24][CH:25]=2)[N:22]=[C:21](Cl)[C:20]([C:27]2[CH:32]=[CH:31][CH:30]=[CH:29][CH:28]=2)=[C:19]3[Cl:33])([C:10]2[CH:11]=[N:12][CH:13]=[CH:14][CH:15]=2)[OH:9])=[CH:4][CH:3]=1.[N:34]1[CH:39]=[C:38](B(O)O)[CH:37]=[N:36][CH:35]=1.C([O-])([O-])=O.[K+].[K+].O>O1CCOCC1.CCOC(C)=O.C1C=CC(P(C2C=CC=CC=2)[C-]2C=CC=C2)=CC=1.C1C=CC(P(C2C=CC=CC=2)[C-]2C=CC=C2)=CC=1.Cl[Pd]Cl.[Fe+2]>[Cl:33][C:19]1[C:18]2[C:23](=[CH:24][CH:25]=[C:16]([C:8]([C:5]3[CH:4]=[CH:3][C:2]([Cl:1])=[CH:7][CH:6]=3)([C:10]3[CH:11]=[N:12][CH:13]=[CH:14][CH:15]=3)[OH:9])[CH:17]=2)[N:22]=[C:21]([C:38]2[CH:39]=[N:34][CH:35]=[N:36][CH:37]=2)[C:20]=1[C:27]1[CH:32]=[CH:31][CH:30]=[CH:29][CH:28]=1 |f:2.3.4,8.9.10.11|. Procedure details: A mixture of (4-chlorophenyl)(2,4-dichloro-3-phenylquinolin-6-yl)(pyridin-3-yl)methanol (75 mg, 0.15 mmol, Example 17), pyrimidin-5-ylboronic acid (23 mg, 0.18 mmol), PdCl2(dppf) (11 mg, 0.015 mmol) and K2CO3 (42 mg, 0.30 mmol) in 10 mL dioxane was combined with 2 mL of water and heated to 70° C. After 3 hours, the reaction mixture was cooled to room temperature, diluted with EtOAc, and washed with water. The organic phase was dried over Na2SO4, filtered and concentrated. The residue was purifie... Reactants: Brc1ccc(OCc2ccccc2)cc1, C1CCOC1, CCCCCC, [Li]CCCC, CC(c1ccccc1)N1CCC(=O)CC1. The product is CC(c1ccccc1)N1CCC(O)(c2ccc(OCc3ccccc3)cc2)CC1. Reaction SMILES: [CH2:1]([c:2]1[cH:3][cH:4][cH:5][cH:6][cH:7]1)[O:8][c:9]1[cH:10][cH:11][c:12]([Br:15])[cH:13][cH:14]1.[CH2:36]1[O:37][CH2:38][CH2:39][CH2:40]1.[CH3:41][CH2:42][CH2:43][CH2:44][CH2:45][CH3:46].[Li:16][CH2:17][CH2:18][CH2:19][CH3:20].[c:21]1([CH:27]([CH3:28])[N:29]2[CH2:30][CH2:31][C:32](=[O:35])[CH2:33][CH2:34]2)[cH:22][cH:23][cH:24][cH:25][cH:26]1>>[CH2:1]([c:2]1[cH:3][cH:4][cH:5][cH:6][cH:7]1)[O:8][c:9]1[cH:10][cH:11][c:12]([C:32]2([OH:35])[CH2:31][CH2:30][N:29]([CH:27]([c:21]3[cH:22][cH:23][cH:24][cH:25][cH:26]3)[CH3:28])[CH2:34][CH2:33]2)[cH:13][cH:14]1. The reactants are ClC1=C(C=C(C=C1)S(=O)(=O)N(COC)C=1C(=NC=C(C1)Cl)C(=O)C=1C(=NC=CC1)OC)C(F)(F)F (4-chloro-N-[5-chloro-2-(2-methoxy-pyridine-3-carbonyl)-pyridin-3-yl]-N-methoxymethyl-3-trifluoromethyl-benzenesulfonamide), C(=O)(O)[O-].[Na+] (NaHCO3). The solvent is O (water), OS(=O)(=O)O (H2SO4), C(=O)(C(F)(F)F)O (TFA), O (water). The product is ClC1=C(C=C(C=C1)S(=O)(=O)NC=1C(=NC=C(C1)Cl)C(=O)C=1C(=NC=CC1)OC)C(F)(F)F (4-chloro-N-[5-chloro-2-(2-methoxy-pyridine-3-carbonyl)-pyridin-3-yl]-3-trifluoromethyl-benzene sulfonamide). Isolated yield 4.9%. As a reaction SMILES: [Cl:1][C:2]1[CH:7]=[CH:6][C:5]([S:8]([N:11]([C:15]2[C:16]([C:22]([C:24]3[C:25]([O:30][CH3:31])=[N:26][CH:27]=[CH:28][CH:29]=3)=[O:23])=[N:17][CH:18]=[C:19]([Cl:21])[CH:20]=2)COC)(=[O:10])=[O:9])=[CH:4][C:3]=1[C:32]([F:35])([F:34])[F:33].C([O-])(O)=O.[Na+]>OS(O)(=O)=O.C(O)(C(F)(F)F)=O.O>[Cl:1][C:2]1[CH:7]=[CH:6][C:5]([S:8]([NH:11][C:15]2[C:16]([C:22]([C:24]3[C:25]([O:30][CH3:31])=[N:26][CH:27]=[CH:28][CH:29]=3)=[O:23])=[N:17][CH:18]=[C:19]([Cl:21])[CH:20]=2)(=[O:9])=[O:10])=[CH:4][C:3]=1[C:32]([F:35])([F:33])[F:34] |f:1.2|. Reported procedure: A mixture of 4-chloro-N-[5-chloro-2-(2-methoxy-pyridine-3-carbonyl)-pyridin-3-yl]-N-methoxymethyl-3-trifluoromethyl-benzenesulfonamide (330.06 mg, mmol) in 5% H2SO4 in TFA (2 mL) and water (1 mL) was stirred at 50° C. for overnight. The reaction mixture was cooled to room temperature, diluted with water (5 mL) and treated slowly with saturated aqueous NaHCO3 solution till pH 7-8. The mixture was extracted with EtOAc (2×25 mL), dried (anhydrous Na2SO4) and concentrated. The obtained residue was p... The reactants are CN1C(C2(CCNCC2)C2=CC=CC=C12)=O (1-methyl-spiro[3H-indole-3,4'-piperidin]-2(1H)-one), B (borane). Yields the product CN1CC2(CCNCC2)C2=CC=CC=C12 (1-methyl-1,2-dihydro-spiro[indole-3,4'-piperidine]). As a reaction SMILES: [CH3:1][N:2]1[C:15]2[C:10](=[CH:11][CH:12]=[CH:13][CH:14]=2)[C:4]2([CH2:9][CH2:8][NH:7][CH2:6][CH2:5]2)[C:3]1=O.B>>[CH3:1][N:2]1[C:15]2[C:10](=[CH:11][CH:12]=[CH:13][CH:14]=2)[C:4]2([CH2:5][CH2:6][NH:7][CH2:8][CH2:9]2)[CH2:3]1. Procedure details: For the synthesis of the title compound, m.p. 222° C. and MS: m/e=437.4 (M+H+), 1-methyl-spiro[3H-indole-3,4'-piperidin]-2(1H)-one is reduced with borane according to example 16 to yield 1-methyl-1,2-dihydro-spiro[indole-3,4'-piperidine], which was further reacted with 3-(10,11-dihydro-5H-dibenzo[a,d]cyclohepten-5-yl)-propan-3-ol in accordance with the general method of example 8. Starting materials: O=C(O)c1cc(Cl)cc(B(O)O)c1, O=C([O-])[O-], Cl, [Cs+], [Cs+], CNC(=O)c1c(-c2ccc(F)cc2)oc2ccc(OS(=O)(=O)C(F)(F)F)cc12, C1COCCO1, O, c1ccc(P(c2ccccc2)(c2ccccc2)[Pd](P(c2ccccc2)(c2ccccc2)c2ccccc2)(P(c2ccccc2)(c2ccccc2)c2ccccc2)P(c2ccccc2)(c2ccccc2)c2ccccc2)cc1. The product is CNC(=O)c1c(-c2ccc(F)cc2)oc2ccc(-c3cc(Cl)cc(C(=O)O)c3)cc12. As a reaction SMILES: [B:35]([OH:36])([OH:37])[c:38]1[cH:39][c:40]([Cl:47])[cH:41][c:42]([C:43](=[O:44])[OH:45])[cH:46]1.[C:48](=[O:49])([O-:50])[O-:51].[ClH:54].[Cs+:52].[Cs+:53].[F:1][C:2]([F:3])([F:4])[S:5]([O:6][c:7]1[cH:8][cH:9][c:10]2[c:11]([c:12]([C:22]([NH:23][CH3:24])=[O:25])[c:13](-[c:15]3[cH:16][cH:17][c:18]([F:21])[cH:19][cH:20]3)[o:14]2)[cH:26]1)(=[O:27])=[O:28].[O:29]1[CH2:30][CH2:31][O:32][CH2:33][CH2:34]1.[OH2:132].[cH:55]1[cH:56][cH:57][c:58]([P:59]([Pd:60]([P:61]([c:62]2[cH:63][cH:64][cH:65][cH:66][cH:67]2)([c:68]2[cH:69][cH:70][cH:71][cH:72][cH:73]2)[c:74]2[cH:75][cH:76][cH:77][cH:78][cH:79]2)([P:80]([c:81]2[cH:82][cH:83][cH:84][cH:85][cH:86]2)([c:87]2[cH:88][cH:89][cH:90][cH:91][cH:92]2)[c:93]2[cH:94][cH:95][cH:96][cH:97][cH:98]2)[P:99]([c:100]2[cH:101][cH:102][cH:103][cH:104][cH:105]2)([c:106]2[cH:107][cH:108][cH:109][cH:110][cH:111]2)[c:112]2[cH:113][cH:114][cH:115][cH:116][cH:117]2)([c:118]2[cH:119][cH:120][cH:121][cH:122][cH:123]2)[c:124]2[cH:125][cH:126][cH:127][cH:128][cH:129]2)[cH:130][cH:131]1>>[c:7]1(-[c:38]2[cH:39][c:40]([Cl:47])[cH:41][c:42]([C:43](=[O:44])[OH:45])[cH:46]2)[cH:8][cH:9][c:10]2[c:11]([c:12]([C:22]([NH:23][CH3:24])=[O:25])[c:13](-[c:15]3[cH:16][cH:17][c:18]([F:21])[cH:19][cH:20]3)[o:14]2)[cH:26]1. Starting materials: C(C)(C)(C)OC(N([C@@H]1[C@@H](CNCC1)F)C1CC1)=O (cyclopropyl-[(3R,4S)-3-fluoro-piperidin-4-yl]-carbamic acid tert-butyl ester), ClC1=NC=C(C=C1)C(F)(F)F (2-chloro-5-trifluoromethyl-pyridine), Intermediate 73. The product is C1(CC1)N[C@@H]1[C@@H](CN(CC1)C1=NC=C(C=C1)C(F)(F)F)F ((3R,4S)-Cyclopropyl-(3-fluoro-5′-trifluoromethyl-3,4,5,6-tetrahydro-2H-[1,2′]bipyridinyl-4-yl)-amine). Reaction SMILES: C(OC(=O)[N:7]([CH:15]1[CH2:17][CH2:16]1)[C@H:8]1[CH2:13][CH2:12][NH:11][CH2:10][C@H:9]1[F:14])(C)(C)C.Cl[C:20]1[CH:25]=[CH:24][C:23]([C:26]([F:29])([F:28])[F:27])=[CH:22][N:21]=1>>[CH:15]1([NH:7][C@H:8]2[CH2:13][CH2:12][N:11]([C:20]3[CH:25]=[CH:24][C:23]([C:26]([F:29])([F:28])[F:27])=[CH:22][N:21]=3)[CH2:10][C@H:9]2[F:14])[CH2:16][CH2:17]1. Procedure: The title compound is prepared from cyclopropyl-[(3R,4S)-3-fluoro-piperidin-4-yl]-carbamic acid tert-butyl ester and 2-chloro-5-trifluoromethyl-pyridine following a procedure analogous to that described for Intermediate 73. Starting materials: NN (NH2NH2), C(C1=CC=CC=C1)(=O)\N=C(\N[C@@](CC1=CC=CC=C1)(C1=CC=C(C=C1)F)C1=CC(=CC(=C1)C(F)(F)F)F)/SC ((S,Z)-methyl N′-benzoyl-N-(1-(3-fluoro-5-(trifluoromethyl)phenyl)-1-(4-fluorophenyl)-2-phenylethyl)carbamimidothioate), TEA. Reagents/catalysts: [N+](=O)([O-])[O-].[Ag+] (AgNO3). Solvent: CC#N (CH3CN), CC#N (CH3CN). Run at temperature 60 celsius. Yields the product FC=1C=C(C=C(C1)C(F)(F)F)[C@](CC1=CC=CC=C1)(C1=CC=C(C=C1)F)NC1=NN=C(N1)C1=CC=CC=C1 ((S)-N-(1-(3-fluoro-5-(trifluoromethyl)phenyl)-1-(4-fluorophenyl)-2-phenylethyl)-5-phenyl-4H-1,2,4-triazol-3-amine). Yield: 69.2%. Reaction SMILES: [C:1](/[N:9]=[C:10](\SC)/[NH:11][C@:12]([C:27]1[CH:32]=[C:31]([C:33]([F:36])([F:35])[F:34])[CH:30]=[C:29]([F:37])[CH:28]=1)([C:20]1[CH:25]=[CH:24][C:23]([F:26])=[CH:22][CH:21]=1)[CH2:13][C:14]1[CH:19]=[CH:18][CH:17]=[CH:16][CH:15]=1)(=O)[C:2]1[CH:7]=[CH:6][CH:5]=[CH:4][CH:3]=1.[NH2:40][NH2:41]>CC#N.[N+]([O-])([O-])=O.[Ag+]>[F:37][C:29]1[CH:28]=[C:27]([C@@:12]([NH:11][C:10]2[NH:9][C:1]([C:2]3[CH:3]=[CH:4][CH:5]=[CH:6][CH:7]=3)=[N:41][N:40]=2)([C:20]2[CH:21]=[CH:22][C:23]([F:26])=[CH:24][CH:25]=2)[CH2:13][C:14]2[CH:19]=[CH:18][CH:17]=[CH:16][CH:15]=2)[CH:32]=[C:31]([C:33]([F:34])([F:35])[F:36])[CH:30]=1 |f:3.4|. Procedure: To a solution of (S,Z)-methyl N′-benzoyl-N-(1-(3-fluoro-5-(trifluoromethyl)phenyl)-1-(4-fluorophenyl)-2-phenylethyl)carbamimidothioate (58 mg, 0.1 mmol) and TEA (28 μL, 0.2 mmol) in CH3CN (1 mL) was added drop wise a solution of AgNO3 (26 mg, 0.15 mmol) in CH3CN (1 mL), followed by the addition of NH2NH2 (10 μL, 0.1 mmol). The reaction mixture was heated at 60° C. for 1 h and allowed to cool to room temperature. The solid was removed by filtration and the filtrate was concentrated. The residue w... The reactants are Cl (hydrochloric acid), C(C)(=O)OC(C)=O (Acetic anhydride), COC=1C=CC(=C(C1)N)C (5-methoxy-2-methyl-phenylamine), O (Water). The solvent is N1=CC=CC=C1 (pyridine). Conditions: time 8 hour. Product: COC=1C=CC(=C(C1)NC(C)=O)C (N-(5-methoxy-2-methyl-phenyl)-acetamide). Isolated yield 90.8%. As a reaction SMILES: [C:1](OC(=O)C)(=[O:3])[CH3:2].[CH3:8][O:9][C:10]1[CH:11]=[CH:12][C:13]([CH3:17])=[C:14]([NH2:16])[CH:15]=1.O.Cl>N1C=CC=CC=1>[CH3:8][O:9][C:10]1[CH:11]=[CH:12][C:13]([CH3:17])=[C:14]([NH:16][C:1](=[O:3])[CH3:2])[CH:15]=1. Procedure details: Acetic anhydride (5.6 g, 54.66 mmol) was added to a solution of 5-methoxy-2-methyl-phenylamine (5.0 g, 36.44 mmol) in pyridine (30 mL) and the resulting mixture was stirred at room temperature overnight. Water was added and the pH was adjusted to 5 by addition of an aqueous solution of hydrochloric acid (3 M). The resulting mixture was extracted with dichloromethane; the organic layer was separated and washed with a saturated aqueous solution of sodium bicarbonate and with brine, dried over anhy...